From a dataset of the Open Reaction Database (ORD), a public repository of structured organic reaction records. describe an organic reaction: reactants, conditions, products, and yield The reactants are OCCBr, Cl, [Na+], CN(C)C=O, [OH-], O, O=[N+]([O-])c1cccc(O)c1. Yields the product O=[N+]([O-])c1cccc(OCCO)c1. Reaction SMILES: [Br:13][CH2:14][CH2:15][OH:16].[ClH:17].[Na+:12].[O:18]=[CH:19][N:20]([CH3:21])[CH3:22].[OH-:11].[OH2:23].[OH:1][c:2]1[cH:3][cH:4][cH:5][c:6]([N+:8]([O-:9])=[O:10])[cH:7]1>>[O:1]([c:2]1[cH:3][cH:4][cH:5][c:6]([N+:8]([O-:9])=[O:10])[cH:7]1)[CH2:14][CH2:15][OH:16].